From a dataset of the Open Reaction Database (ORD), a public repository of structured organic reaction records. describe an organic reaction: reactants, conditions, products, and yield Reactants: ClC1=CC=C(C=C1)C=1N=C2N(C=C(C=C2)B2OC(C(O2)(C)C)(C)C)C1 (2-(4-chlorophenyl)-6-(4,4,5,5-tetramethyl-1,3,2-dioxaborolan-2-yl)imidazo[1,2-a]pyridine), Cl (hydrochloric acid). Run in CC(=O)C (acetone), O (water). The product is Cl.ClC1=CC=C(C=C1)C=1N=C2N(C=C(C=C2)B(O)O)C1 (2-(4-Chlorophenyl)imidazo[1,2-a]pyridine-6-boronic acid hydro-chloride). The yield is 138.4%. RXN SMILES: [Cl:1][C:2]1[CH:7]=[CH:6][C:5]([C:8]2[N:9]=[C:10]3[CH:15]=[CH:14][C:13]([B:16]4[O:20]C(C)(C)C(C)(C)[O:17]4)=[CH:12][N:11]3[CH:25]=2)=[CH:4][CH:3]=1.Cl>CC(C)=O.O>[ClH:1].[Cl:1][C:2]1[CH:3]=[CH:4][C:5]([C:8]2[N:9]=[C:10]3[CH:15]=[CH:14][C:13]([B:16]([OH:20])[OH:17])=[CH:12][N:11]3[CH:25]=2)=[CH:6][CH:7]=1 |f:4.5|. Procedure details: 7.93 g of 2-(4-chlorophenyl)-6-(4,4,5,5-tetramethyl-1,3,2-dioxaborolan-2-yl)imidazo[1,2-a]pyridine are dissolved in 200 ml of acetone and 100 ml of water; 223 ml of 1N hydrochloric acid are added thereto, dropwise there with stirring, and the mixture is stirred at ambient temperature for 16 h. The reaction mixture is subsequently concentrated under reduced pressure. 4.78 g of compound are obtained, which compound is used as is in the following stages. The reactants are C(=O)(C(F)(F)F)O (TFA), ClC1=CC=C(C=C1)C(CN1N=CC=C1)NC(=O)C1(CCN(CC1)C=1C2=C(N=CN1)NC=C2)NC(OC(C)(C)C)=O (tert-butyl 4-(1-(4-chlorophenyl)-2-(1H-pyrazol-1-yl)ethylcarbamoyl)-1-(7H-pyrrolo[2,3-d]pyrimidin-4-yl)piperidin-4-ylcarbamate). The solvent is ClCCl (dichloromethane), ClCCl (dichloromethane). Run at time 8 hour. Yields the product NC1(CCN(CC1)C=1C2=C(N=CN1)NC=C2)C(=O)NC(CN2N=CC=C2)C2=CC=C(C=C2)Cl (4-amino-N-[1-(4-chlorophenyl)-2-(1H-pyrazol-1-yl)ethyl]-1-(7H-pyrrolo[2,3-d]pyrimidin-4-yl)piperidine-4-carboxamide). Reaction SMILES: C(O)(C(F)(F)F)=O.[Cl:8][C:9]1[CH:14]=[CH:13][C:12]([CH:15]([NH:22][C:23]([C:25]2([NH:40]C(=O)OC(C)(C)C)[CH2:30][CH2:29][N:28]([C:31]3[C:32]4[CH:39]=[CH:38][NH:37][C:33]=4[N:34]=[CH:35][N:36]=3)[CH2:27][CH2:26]2)=[O:24])[CH2:16][N:17]2[CH:21]=[CH:20][CH:19]=[N:18]2)=[CH:11][CH:10]=1>ClCCl>[NH2:40][C:25]1([C:23]([NH:22][CH:15]([C:12]2[CH:13]=[CH:14][C:9]([Cl:8])=[CH:10][CH:11]=2)[CH2:16][N:17]2[CH:21]=[CH:20][CH:19]=[N:18]2)=[O:24])[CH2:30][CH2:29][N:28]([C:31]2[C:32]3[CH:39]=[CH:38][NH:37][C:33]=3[N:34]=[CH:35][N:36]=2)[CH2:27][CH2:26]1. Procedure: TFA (0.7 mL) was added to a suspension of tert-butyl 4-(1-(4-chlorophenyl)-2-(1H-pyrazol-1-yl)ethylcarbamoyl)-1-(7H-pyrrolo[2,3-d]pyrimidin-4-yl)piperidin-4-ylcarbamate (180 mg, 0.32 mmol) in dichloromethane (Intermediate 93) (7 mL) under argon. The resulting solution was stirred at room temperature overnight. The solvents were removed in vacuo and the reaction mixture was purified by preparative HPLC using a Waters X-Bridge reverse-phase column (C-18, 5 microns silica, 19 mm diameter, 100 mm le... Starting materials: N#N (N2), ClCC=1N=C(SC1)C(C)=O (1-(4-chloromethyl-thiazol-2-yl)-ethanone), C(CO)O (ethylene glycol), COC(OC)OC (trimethylorthoformate), LiBF4. Run in C(=O)(O)[O-].[Na+] (NaHCO3). Reaction conditions: temperature 95 celsius. Yields the product ClCC=1N=C(SC1)C1(OCCO1)C (4-Chloromethyl-2-(2-methyl-[1,3]dioxolan-2-yl)-thiazole). As a reaction SMILES: N#N.[Cl:3][CH2:4][C:5]1[N:6]=[C:7]([C:10](=[O:12])[CH3:11])[S:8][CH:9]=1.[CH2:13](O)[CH2:14][OH:15].COC(OC)OC>C([O-])(O)=O.[Na+]>[Cl:3][CH2:4][C:5]1[N:6]=[C:7]([C:10]2([CH3:11])[O:15][CH2:14][CH2:13][O:12]2)[S:8][CH:9]=1 |f:4.5|. Procedure: In a flame dried round-bottomed flask equipped with a magnetic stir bar and a Dean-Stark apparatus under inert atmosphere (N2), a solution of 1-(4-chloromethyl-thiazol-2-yl)-ethanone (992 mg, 5.65 mmol) in ethylene glycol (6.30 mL, 112.96 mmol) was treated with trimethylorthoformate (1.24 mL, 11.30 mmol) followed by LiBF4 (106 mg, 1.13 mmol). The reaction mixture was heated at 95° C. for 2 h. Sat. aq. NaHCO3 (50 mL) was added and the mixture was extracted with EA (50 mL). The org. extracts were ... The product is CNC(=NC1=C(C=CC=C1)N1CCOCC1)NCCCCC (1-methyl-2-(2-morpholinophenyl)-3-(n-pentyl)guanidine). Run in C(C)O (ethanol). The reactants are CSC(NC1=C(C=CC=C1)N1CCOCC1)=NC (2-methyl-1-(2-morpholinophenyl)-3-methyl-2-thiopseudourea), C(CCCC)N (n-pentylamine), O.O.O.C(C)(=O)[O-].[Pb+2].C(C)(=O)[O-] (lead acetate trihydrate), hydroiodide salt, [OH-].[K+] (potassium hydroxide). Procedure: A mixture of 2-methyl-1-(2-morpholinophenyl)-3-methyl-2-thiopseudourea (4 g prepared from the hydroiodide salt described in Example 210), potassium hydroxide (1.7 g), n-pentylamine (2.1 g), lead acetate trihydrate (5.8 g) and ethanol (20 ml) were heated at 90°-95° C. for 40 minutes to yield an oil which was extracted with hexane to give 1-methyl-2-(2-morpholinophenyl)-3-(n-pentyl)guanidine which was converted into its monofumarate salt (m.p. 148°-149° C.) which was recrystallised from a 3:5 mixt... As a reaction SMILES: CS[C:3](=[N:17][CH3:18])[NH:4][C:5]1[CH:10]=[CH:9][CH:8]=[CH:7][C:6]=1[N:11]1[CH2:16][CH2:15][O:14][CH2:13][CH2:12]1.[OH-].[K+].[CH2:21]([NH2:26])[CH2:22][CH2:23][CH2:24][CH3:25].O.O.O.C([O-])(=O)C.[Pb+2].C([O-])(=O)C>C(O)C>[CH3:18][NH:17][C:3]([NH:26][CH2:21][CH2:22][CH2:23][CH2:24][CH3:25])=[N:4][C:5]1[CH:10]=[CH:9][CH:8]=[CH:7][C:6]=1[N:11]1[CH2:16][CH2:15][O:14][CH2:13][CH2:12]1 |f:1.2,4.5.6.7.8.9|. The reactants are CCOC(=O)C(C)(C)c1ccc(N(C)C)cc1, CCO, Cl, [Na+], [OH-], O. The product is CN(C)c1ccc(C(C)(C)C(=O)O)cc1. As a reaction SMILES: [CH3:1][N:2]([c:3]1[cH:4][cH:5][c:6]([C:9]([C:10](=[O:11])[O:12][CH2:13][CH3:14])([CH3:15])[CH3:16])[cH:7][cH:8]1)[CH3:17].[CH3:21][CH2:22][OH:23].[ClH:20].[Na+:19].[OH-:18].[OH2:24]>>[CH3:1][N:2]([c:3]1[cH:4][cH:5][c:6]([C:9]([C:10](=[O:11])[OH:12])([CH3:15])[CH3:16])[cH:7][cH:8]1)[CH3:17]. The product is ClC1=CC(=C(C=C1OC(C)C)[N+](=O)[O-])F (4-chloro-2-fluoro-5-(1-methylethoxy)nitrobenzene). The solvent is CC(=O)C (acetone), CC(=O)C (acetone). Isolated yield 91.3%. Run at temperature 60 celsius. Reported procedure: To a stirred solution of 15.8 g (0.083 mole) of 2-chloro-4-fluoro-5-nitrophenol in 90 mL of acetone was added 17.1 g (0.12 mole) of potassium carbonate followed by a solution of 21.0 g (0.12 mole) of 2-iodopropane in 10 mL of acetone. After complete addition, the reaction mixture was heated at 60° C. for approximately 18 hours. The mixture was cooled and poured into a mixture of ice and concentrated hydrochloric acid. The resultant mixture was extracted with ethyl acetate, and the extract was wa... As a reaction SMILES: [Cl:1][C:2]1[CH:7]=[C:6]([F:8])[C:5]([N+:9]([O-:11])=[O:10])=[CH:4][C:3]=1[OH:12].C(=O)([O-])[O-].[K+].[K+].I[CH:20]([CH3:22])[CH3:21].Cl>CC(C)=O>[Cl:1][C:2]1[C:3]([O:12][CH:20]([CH3:22])[CH3:21])=[CH:4][C:5]([N+:9]([O-:11])=[O:10])=[C:6]([F:8])[CH:7]=1 |f:1.2.3|. The reactants are ClC1=C(C=C(C(=C1)F)[N+](=O)[O-])O (2-chloro-4-fluoro-5-nitrophenol), C([O-])([O-])=O.[K+].[K+] (potassium carbonate), Cl (hydrochloric acid), IC(C)C (2-iodopropane). Starting materials: FC(C=1C=C(CBr)C=C(C1)C(F)(F)F)(F)F (3,5-bis(trifluoromethyl) benzyl bromide), C1CCOC1 (THF), C(C1=CC=CC=C1)N1[C@@]2([C@@H](CC[C@H]1CC2)O)C2=CC=C(C=C2)F ((1R*,2R*,5R*)-8-benzyl-1-(4-fluorophenyl)-8-azabicyclo[3.2.1]octan-2-ol), [H-].[Na+] (Sodium hydride). Solvent: CCCC(C)C (iso-hexane), O (water). Run at time 10 minute. Yields the product C(C1=CC=CC=C1)N1[C@@]2([C@@H](CC[C@H]1CC2)OCC2=CC(=CC(=C2)C(F)(F)F)C(F)(F)F)C2=CC=C(C=C2)F ((1R*,2R*,5R*)-8-Benzyl-2-{[3,5-bis(trifluoromethyl)phenyl]methoxy}-1-(4-fluorophenyl)-8-azabicyclo[3.2.1]octane). The yield is 58.0%. Reaction SMILES: [H-].[Na+].C1COCC1.[CH2:8]([N:15]1[C@@H:20]2[CH2:21][CH2:22][C@@:16]1([C:24]1[CH:29]=[CH:28][C:27]([F:30])=[CH:26][CH:25]=1)[C@H:17]([OH:23])[CH2:18][CH2:19]2)[C:9]1[CH:14]=[CH:13][CH:12]=[CH:11][CH:10]=1.[F:31][C:32]([F:46])([F:45])[C:33]1[CH:34]=[C:35]([CH:38]=[C:39]([C:41]([F:44])([F:43])[F:42])[CH:40]=1)[CH2:36]Br>CCCC(C)C.O>[CH2:8]([N:15]1[C@@H:20]2[CH2:21][CH2:22][C@@:16]1([C:24]1[CH:25]=[CH:26][C:27]([F:30])=[CH:28][CH:29]=1)[C@H:17]([O:23][CH2:36][C:35]1[CH:38]=[C:39]([C:41]([F:43])([F:44])[F:42])[CH:40]=[C:33]([C:32]([F:31])([F:45])[F:46])[CH:34]=1)[CH2:18][CH2:19]2)[C:9]1[CH:10]=[CH:11][CH:12]=[CH:13][CH:14]=1 |f:0.1|. Procedure details: Sodium hydride (320 mg, 60% in oil, 7.98 mmol) was washed with iso-hexane (×3) then THF (8 ml) and (1R*,2R*,5R*)-8-benzyl-1-(4-fluorophenyl)-8-azabicyclo[3.2.1]octan-2-ol (Description 15; 1.24 g, 3.99 mmol) added and the mixture stirred at room temperature for 10 minutes then 3,5-bis(trifluoromethyl) benzyl bromide added and the reaction mixture stirred at 60° C. overnight. The reaction mixture was poured into water and extracted with ethyl acetate (×3), dried (MgSO4) and concentrated in vacuo t... The reactants are P(=O)(Cl)(Cl)Cl (phosphoryl chloride), FC1=C(C(=O)OC)C=CN=C1 (Methyl 3-fluoroisonicotinate), ClC1=CC(=CC=C1)C(=O)OO (3-chloroperbenzoic acid). Product: ClC=1C=C(C(=O)OC)C(=CN1)F (methyl 2-chloro-5-fluoroisonicotinate), ClC=1C(=C(C(=O)OC)C=CN1)F (methyl 2-chloro-3-fluoroisonicotinate). As a reaction SMILES: [F:1][C:2]1[CH:11]=[N:10][CH:9]=[CH:8][C:3]=1[C:4]([O:6][CH3:7])=[O:5].[Cl:12]C1C=CC=C(C(OO)=O)C=1.P(Cl)(Cl)([Cl:25])=O>>[Cl:12][C:9]1[CH:8]=[C:3]([C:2]([F:1])=[CH:11][N:10]=1)[C:4]([O:6][CH3:7])=[O:5].[Cl:25][C:11]1[C:2]([F:1])=[C:3]([CH:8]=[CH:9][N:10]=1)[C:4]([O:6][CH3:7])=[O:5]. Reported procedure: Methyl 3-fluoroisonicotinate was oxidized with 3-chloroperbenzoic acid, followed by heating in the presence of phosphoryl chloride. The product was separated by silica gel column chromatography to obtain methyl 2-chloro-5-fluoroisonicotinate (EI: 189) and methyl 2-chloro-3-fluoroisonicotinate (EI: 189). The reactants are CO, O=[N+]([O-])c1ncccc1N1CCC(F)CC1, [H][H]. Product: Nc1ncccc1N1CCC(F)CC1. Reaction SMILES: [CH3:19][OH:20].[F:1][CH:2]1[CH2:3][CH2:4][N:5]([c:8]2[c:9]([N+:14]([O-:15])=[O:16])[n:10][cH:11][cH:12][cH:13]2)[CH2:6][CH2:7]1.[H:17][H:18]>>[F:1][CH:2]1[CH2:3][CH2:4][N:5]([c:8]2[c:9]([NH2:14])[n:10][cH:11][cH:12][cH:13]2)[CH2:6][CH2:7]1.